From a dataset of the Open Reaction Database (ORD), a public repository of structured organic reaction records. describe an organic reaction: reactants, conditions, products, and yield Reactants: C(CC)(=O)Cl (propionyl chloride), NC1(C(N(C2=CC=C(C=C12)Cl)S(=O)(=O)C1=C(C=C(C=C1)OC)OC)=O)C1=C(C=CC=C1)Cl (3-Amino-5-chloro-3-(2-chlorophenyl)-1,3-di-hydro-1-(2,4-dimethoxybenzenesulfonyl)indol-2-one), O (water). Solvent: N1=CC=CC=C1 (pyridine). Reaction conditions: time 1 hour. The product is ClC=1C=C2C(C(N(C2=CC1)S(=O)(=O)C1=C(C=C(C=C1)OC)OC)=O)(C1=C(C=CC=C1)Cl)NC(=O)CC (5-Chloro-3-(ethanecarboxamido)-3-(2-chlorophenyl)-1,3-dihydro-1-(2,4-dimethoxybenzenesulfonyl)indol-2-one). As a reaction SMILES: [C:1](Cl)(=[O:4])[CH2:2][CH3:3].[NH2:6][C:7]1([C:31]2[CH:36]=[CH:35][CH:34]=[CH:33][C:32]=2[Cl:37])[C:15]2[C:10](=[CH:11][CH:12]=[C:13]([Cl:16])[CH:14]=2)[N:9]([S:17]([C:20]2[CH:25]=[CH:24][C:23]([O:26][CH3:27])=[CH:22][C:21]=2[O:28][CH3:29])(=[O:19])=[O:18])[C:8]1=[O:30].O>N1C=CC=CC=1>[Cl:16][C:13]1[CH:14]=[C:15]2[C:10](=[CH:11][CH:12]=1)[N:9]([S:17]([C:20]1[CH:25]=[CH:24][C:23]([O:26][CH3:27])=[CH:22][C:21]=1[O:28][CH3:29])(=[O:19])=[O:18])[C:8](=[O:30])[C:7]2([NH:6][C:1]([CH2:2][CH3:3])=[O:4])[C:31]1[CH:36]=[CH:35][CH:34]=[CH:33][C:32]=1[Cl:37]. Procedure details: 0.08 g of propionyl chloride is added to a solution of 0.33 g of the compound obtained in EXAMPLE 3 in 3 ml of pyridine and the reaction mixture is stirred for 1 hour at RT. It is poured into water, extracted with AcOEt, dried over sodium sulfate and evaporated under vacuum. The residue is chromatographed on silica using a DCM/AcOEt mixture (98/2; v/v) as the eluent to give the expected product after crystallization from a DCM/iso ether mixture. m=0.18 g. M.p.=188° C. Reactants: CC(C)(C)O, CC(=O)c1ccco1, CC(C)(C)[O-], CSC(=S)OC(C)C, Cl, [K+]. The product is CC(C)OC(=S)CC(=O)c1ccco1. As a reaction SMILES: [C:24]([OH:25])([CH3:26])([CH3:27])[CH3:28].[C:9]([CH3:10])(=[O:11])[c:12]1[o:13][cH:14][cH:15][cH:16]1.[CH3:17][C:18]([CH3:19])([O-:20])[CH3:21].[CH3:1][S:2][C:3]([O:4][CH:5]([CH3:6])[CH3:7])=[S:8].[ClH:23].[K+:22]>>[S:2]=[C:3]([O:4][CH:5]([CH3:6])[CH3:7])[CH2:10][C:9](=[O:11])[c:12]1[o:13][cH:14][cH:15][cH:16]1.